Task: describe an organic reaction: reactants, conditions, products, and yield. Dataset: the Open Reaction Database (ORD), a public repository of structured organic reaction records Starting materials: COC(=O)C1=C(C=CC=2CCCCC12)NS(=O)(=O)C1=CC=CC=C1 (2-Benzenesulfonylamino-5,6,7,8-tetrahydronaphthalene-1-carboxylic acid methyl ester), COC(=O)C1=C(C=CC=2CCCCC12)NS(=O)(=O)C1=CC=CC=C1 (2-Benzenesulfonylamino-5,6,7,8-tetrahydronaphthalene-1-carboxylic acid methyl ester), O.[OH-].[Li+] (lithium hydroxide monohydrate). Run in O1CCOCC1 (dioxane), O (water), Cl (hydrochloric acid). Reaction conditions: temperature 160 celsius. Product: C1(=CC=CC=C1)S(=O)(=O)NC1=C(C=2CCCCC2C=C1)C(=O)O (2-Benzenesulfonylamino-5,6,7,8-tetrahydronaphthalene-1-carboxylic acid). Reaction SMILES: C[O:2][C:3]([C:5]1[C:14]2[CH2:13][CH2:12][CH2:11][CH2:10][C:9]=2[CH:8]=[CH:7][C:6]=1[NH:15][S:16]([C:19]1[CH:24]=[CH:23][CH:22]=[CH:21][CH:20]=1)(=[O:18])=[O:17])=[O:4].O.[OH-].[Li+]>O1CCOCC1.O.Cl>[C:19]1([S:16]([NH:15][C:6]2[CH:7]=[CH:8][C:9]3[CH2:10][CH2:11][CH2:12][CH2:13][C:14]=3[C:5]=2[C:3]([OH:4])=[O:2])(=[O:18])=[O:17])[CH:20]=[CH:21][CH:22]=[CH:23][CH:24]=1 |f:1.2.3|. Procedure: 2-Benzenesulfonylamino-5,6,7,8-tetrahydronaphthalene-1-carboxylic acid methyl ester (Intermediate 4, 0.68 g) was dissolved in dioxane (12 mL) and a solution of lithium hydroxide monohydrate (0.6 g) in water (6 mL) was added. The mixture was heated by microwave irradiation at 160° C. for 15 minutes then diluted with 1N hydrochloric acid. The product was extracted into DCM and the organic solution was separated, dried with magnesium sulfate, filtered and the filtrate was concentrated under vacuum ... Starting materials: [Cl-].[Al+3].[Cl-].[Cl-] (aluminum chloride), C(Cl)(Cl)Cl (chloroform), ice water, C(C(C)C)OC1=C(C(=O)C=2C=CC(=C(C2)CC(=O)OC)OCC(C)C)C=CC(=C1)OCC(C)C (methyl 2-[5-(2,4-diisobutoxybenzoyl)-2-isobutoxyphenyl]acetate). Solvent: C(Cl)Cl (methylene chloride). Conditions: time 2 hour. Product: OC1=C(C(=O)C=2C=CC(=C(C2)CC(=O)OC)OCC(C)C)C=CC(=C1)OCC(C)C (methyl 2-[5-(2-hydroxy-4-isobutoxybenzoyl)-2-isobutoxyphenyl]acetate). Isolated yield 46.9%. RXN SMILES: C([O:5][C:6]1[CH:29]=[C:28]([O:30][CH2:31][CH:32]([CH3:34])[CH3:33])[CH:27]=[CH:26][C:7]=1[C:8]([C:10]1[CH:11]=[CH:12][C:13]([O:21][CH2:22][CH:23]([CH3:25])[CH3:24])=[C:14]([CH2:16][C:17]([O:19][CH3:20])=[O:18])[CH:15]=1)=[O:9])C(C)C.[Cl-].[Al+3].[Cl-].[Cl-].C(Cl)(Cl)Cl>C(Cl)Cl>[OH:5][C:6]1[CH:29]=[C:28]([O:30][CH2:31][CH:32]([CH3:34])[CH3:33])[CH:27]=[CH:26][C:7]=1[C:8]([C:10]1[CH:11]=[CH:12][C:13]([O:21][CH2:22][CH:23]([CH3:25])[CH3:24])=[C:14]([CH2:16][C:17]([O:19][CH3:20])=[O:18])[CH:15]=1)=[O:9] |f:1.2.3.4|. Reported procedure: In 15 ml of methylene chloride is dissolved 1.50 g of methyl 2-[5-(2,4-diisobutoxybenzoyl)-2-isobutoxyphenyl]acetate, to which is added 1.06 g of aluminum chloride at ambient temperature. The mixture is stirred at ambient temperature for 2 hours. The reaction mixture is added to a mixture of chloroform and ice water, and the organic layer is separated. The organic layer thus obtained is washed with water and saturated aqueous solution of sodium chloride successively and dried over anhydrous magn... Reactants: N1(CCCC1)CC(C)N1C2=CC=CC=C2SC=2C=CC(=CC12)C(N)=S (10-[(2RS)-1-(1-pyrrolidinyl)-2-propyl]-2-phenothiazinecarbothioamide), CC(CN)CC (2-methylbutylamine), S (hydrogen sulphide). Run in C(C)O (ethanol). Conditions: temperature 115 celsius. The product is CC(CNC(=S)C1=CC=2N(C3=CC=CC=C3SC2C=C1)C(CN1CCCC1)C)CC (N-[(2RS)-2-Methylbutyl]-10-[(2RS)-1-(1-pyrrolidinyl)-2-propyl]-2-phenothiazinecarbothioamide). Reaction SMILES: [N:1]1([CH2:6][CH:7]([N:9]2[C:22]3[CH:21]=[C:20]([C:23](=[S:25])[NH2:24])[CH:19]=[CH:18][C:17]=3[S:16][C:15]3[C:10]2=[CH:11][CH:12]=[CH:13][CH:14]=3)[CH3:8])[CH2:5][CH2:4][CH2:3][CH2:2]1.[CH3:26][CH:27]([CH2:30][CH3:31])[CH2:28]N.S>C(O)C>[CH3:26][CH:27]([CH2:30][CH3:31])[CH2:28][NH:24][C:23]([C:20]1[CH:19]=[CH:18][C:17]2[S:16][C:15]3[C:10](=[CH:11][CH:12]=[CH:13][CH:14]=3)[N:9]([CH:7]([CH3:8])[CH2:6][N:1]3[CH2:5][CH2:4][CH2:3][CH2:2]3)[C:22]=2[CH:21]=1)=[S:25]. Procedure details: A stirred suspension of 10-[(2RS)-1-(1-pyrrolidinyl)-2-propyl]-2-phenothiazinecarbothioamide (2 g) and 2-methylbutylamine (3 cc) in anhydrous ethanol (15 cc) is saturated with hydrogen sulphide and the mixture is heated for 1 hour to a temperature in the region of 115° C. After being cooled, the mixture is concentrated to dryness under reduced pressure (30 mm Hg; 4 kPa) at 50° C. The residual yellow paste is taken up with ethyl acetate (30 cc) and distilled water (20 cc). The organic phase is se... The reactants are COC(=O)C(=O)c1c(F)c(F)c(OCCOc2ccc3ccccc3c2)c(F)c1F, CCCCCC, CO, ClCCl, [Na+], C1CCOC1, [OH-], O. Product: O=C(O)C(=O)c1c(F)c(F)c(OCCOc2ccc3ccccc3c2)c(F)c1F. Reaction SMILES: [CH3:1][O:2][C:3]([C:4]([c:5]1[c:6]([F:28])[c:7]([F:27])[c:8]([O:13][CH2:14][CH2:15][O:16][c:17]2[cH:18][c:19]3[cH:20][cH:21][cH:22][cH:23][c:24]3[cH:25][cH:26]2)[c:9]([F:12])[c:10]1[F:11])=[O:29])=[O:30].[CH3:33][CH2:34][CH2:35][CH2:36][CH2:37][CH3:38].[CH3:42][OH:43].[Cl:39][CH2:40][Cl:41].[Na+:32].[O:44]1[CH2:45][CH2:46][CH2:47][CH2:48]1.[OH-:31].[OH2:49]>>[O:2]=[C:3]([C:4]([c:5]1[c:6]([F:28])[c:7]([F:27])[c:8]([O:13][CH2:14][CH2:15][O:16][c:17]2[cH:18][c:19]3[cH:20][cH:21][cH:22][cH:23][c:24]3[cH:25][cH:26]2)[c:9]([F:12])[c:10]1[F:11])=[O:29])[OH:30].